Dataset: the Open Reaction Database (ORD), a public repository of structured organic reaction records. Task: describe an organic reaction: reactants, conditions, products, and yield Starting materials: C(C1=CC=CC=C1)Br (benzyl bromide), citric solution, C(C)(C)(C)[Si](OC[C@@H]1CCC(N1C(=O)OC(C)(C)C)=O)(C)C (5(S)-((t-butyl-dimethyl-silyloxy)methyl)-N-BOC-2-pyrrolidinone), solution, C[Si]([N-][Si](C)(C)C)(C)C.[Li+] (lithium hexamethyldisilazide). The solvent is C1CCOC1 (THF), C1CCOC1 (THF). Reaction conditions: time 45 minute. The product is C(C)(C)(C)[Si](OC[C@@H]1C[C@H](C(N1C(=O)OC(C)(C)C)=O)CC1=CC=CC=C1)(C)C (5(S)-((t-butyl-dimethyl-silyloxy)methyl)-3(R)-phenylmethyl-N-BOC-2-pyrrolidinone). As a reaction SMILES: [C:1]([Si:5]([CH3:22])([CH3:21])[O:6][CH2:7][C@H:8]1[N:12]([C:13]([O:15][C:16]([CH3:19])([CH3:18])[CH3:17])=[O:14])[C:11](=[O:20])[CH2:10][CH2:9]1)([CH3:4])([CH3:3])[CH3:2].C[Si](C)(C)[N-][Si](C)(C)C.[Li+].[CH2:33](Br)[C:34]1[CH:39]=[CH:38][CH:37]=[CH:36][CH:35]=1>C1COCC1>[C:1]([Si:5]([CH3:22])([CH3:21])[O:6][CH2:7][C@H:8]1[N:12]([C:13]([O:15][C:16]([CH3:19])([CH3:18])[CH3:17])=[O:14])[C:11](=[O:20])[C@H:10]([CH2:33][C:34]2[CH:39]=[CH:38][CH:37]=[CH:36][CH:35]=2)[CH2:9]1)([CH3:3])([CH3:2])[CH3:4] |f:1.2|. Procedure details: A solution of 5(S)-((t-butyl-dimethyl-silyloxy)methyl)-N-BOC-2-pyrrolidinone (400 mg, 1.26 mmol) in 2 ml of THF was added to a precooled (-78° C.) 1M solution of lithium hexamethyldisilazide (1.3 ml) in 5 ml of THF. After 45 min, 0.15 ml of benzyl bromide (1.3 mmol) was added and the stirring was continued. After 5 h the reaction was worked up by pouring into a separatory funnel containing 30 ml of an aqueous 10% citric solution. The aqueous layer was extracted (2×30 ml EtOAc) which was backwash... The reactants are CCOC(=O)Cc1csc(N=C2SCC3Cc4ccccc4CN23)n1, CCO, Cl, [Na+], [OH-]. The product is Cl, O=C(O)Cc1csc(N=C2SCC3Cc4ccccc4CN23)n1. Reaction SMILES: [CH2:3]([CH3:4])[O:5][C:6](=[O:7])[CH2:8][c:9]1[n:10][c:11]([N:14]=[C:15]2[S:16][CH2:17][CH:18]3[N:19]2[CH2:20][c:21]2[cH:22][cH:23][cH:24][cH:25][c:26]2[CH2:27]3)[s:12][cH:13]1.[CH3:29][CH2:30][OH:31].[ClH:28].[Na+:2].[OH-:1]>>[ClH:28].[O:5]=[C:6]([OH:7])[CH2:8][c:9]1[n:10][c:11]([N:14]=[C:15]2[S:16][CH2:17][CH:18]3[N:19]2[CH2:20][c:21]2[cH:22][cH:23][cH:24][cH:25][c:26]2[CH2:27]3)[s:12][cH:13]1. Reactants: C(#N)C=1C(=NC(=NC1S)C)NC (5-cyano-4-methylamino-2-methyl-sulfanyl-pyrimidine), O.NN (hydrazine hydrate). Solvent: C(C)O (ethanol). Reaction conditions: time 3 hour. The product is C(#N)C=1C(=NC(=NC1)NN)NC (5-Cyano-2-hydrazino-4-methylamino-pyrimidine). Reaction SMILES: [C:1]([C:3]1[C:4]([NH:11][CH3:12])=[N:5][C:6](C)=[N:7][C:8]=1S)#[N:2].O.[NH2:14][NH2:15]>C(O)C>[C:1]([C:3]1[C:4]([NH:11][CH3:12])=[N:5][C:6]([NH:14][NH2:15])=[N:7][CH:8]=1)#[N:2] |f:1.2|. Reported procedure: A mixture of 5-cyano-4-methylamino-2-methyl-sulfanyl-pyrimidine (25.86 g) from Example 3 and hydrazine hydrate (52 mL) in ethanol (250 mL) was heated at reflux with stirring for 3 hours. The reaction mixture was cooled to room temperature and the insoluble product was collected by filtration, washed with cold aqueous ethanol (1:1) to give 23 g of the title compound. Crystallization from ethanol afforded an analytically pure sample of 5-cyano-2-hydrazino-4-methylamino-pyrimidine, mp 247°-249° C. Reported procedure: To a suspension of sodium hydride (0.035 g of a 60% dispersion in mineral oil) in dry N,N-dimethylformamide (5 ml) was added dropwise a solution of (3RS)-3-tert-butoxycarbonylamino-2,3-dihydro-5-(2-fluorophenyl)-1H-1,4-benzodiazepin-2-one (0.293 g) in dry N,N-dimethylformamide (2 ml) under stirring at cooling in an ice-bath. After completion of the addition, the mixture was allowed to stand to room temperature and stirred for 2 hours. To the the mixture was added sodium iodide (0.129 g) and foll... Isolated yield 120.8%. Starting materials: C(C)(C)(C)OC(=O)NC1C(NC2=C(C(=N1)C1=C(C=CC=C1)F)C=CC=C2)=O ((3RS)-3-tert-butoxycarbonylamino-2,3-dihydro-5-(2-fluorophenyl)-1H-1,4-benzodiazepin-2-one), ClCC(=O)N1C2CC3CC(CC(C1)C3)C2 (N-chloromethylcarbonyl-2-azatricyclo-[4.3.1.14,8 ]undecane), [H-].[Na+] (sodium hydride), [I-].[Na+] (sodium iodide). Run in CN(C=O)C (N,N-dimethylformamide), CN(C=O)C (N,N-dimethylformamide), CN(C=O)C (N,N-dimethylformamide). Run at time 1 hour. RXN SMILES: [H-].[Na+].[C:3]([O:7][C:8]([NH:10][CH:11]1[N:17]=[C:16]([C:18]2[CH:23]=[CH:22][CH:21]=[CH:20][C:19]=2[F:24])[C:15]2[CH:25]=[CH:26][CH:27]=[CH:28][C:14]=2[NH:13][C:12]1=[O:29])=[O:9])([CH3:6])([CH3:5])[CH3:4].[I-].[Na+].Cl[CH2:33][C:34]([N:36]1[CH2:44][CH:43]2[CH2:45][CH:39]3[CH2:40][CH:41]([CH2:46][CH:37]1[CH2:38]3)[CH2:42]2)=[O:35]>CN(C)C=O>[CH:37]12[CH2:46][CH:41]3[CH2:40][CH:39]([CH2:45][CH:43]([CH2:42]3)[CH2:44][N:36]1[C:34]([CH2:33][N:13]1[C:14]3[CH:28]=[CH:27][CH:26]=[CH:25][C:15]=3[C:16]([C:18]3[CH:23]=[CH:22][CH:21]=[CH:20][C:19]=3[F:24])=[N:17][CH:11]([NH:10][C:8]([O:7][C:3]([CH3:6])([CH3:4])[CH3:5])=[O:9])[C:12]1=[O:29])=[O:35])[CH2:38]2 |f:0.1,3.4|. Yields the product C12N(CC3CC(CC(C1)C3)C2)C(=O)CN2C(C(N=C(C3=C2C=CC=C3)C3=C(C=CC=C3)F)NC(=O)OC(C)(C)C)=O ((3RS)-1-[(2-azatricyclo[4.3.1.14,8 ]undec-2-yl)carbonylmethyl]-3-tert-butoxycarbonylamino-2,3-dihydro-5-(2-fluorophenyl)-1H-1,4-benzodiazepin-2-one). The reactants are (R,S)-1-(3-chloro-2-methylpropyl)-3,4-dihydro-1H-quinolin-2-one, C(CCCC)C1CC2CCC(C1)N2 (3-pentyl-8-azabicyclo[3.2.1]octane), [Na+].[I-] (NaI), C(=O)([O-])[O-].[K+].[K+] (K2CO3), CN(C)C=O (DMF). Product: C[C@@H](CN1C(CCC2=CC=CC=C12)=O)CN1[C@@H]2CC(CC1CC2)CCCCC ((R,S)-1-[2-Methyl-3-(3-pentyl-8-azabicyclo[3.2.1]oct-8-yl)propyl]-3,4-dihydro-1H-quinolin-2-one). RXN SMILES: [CH2:1]([CH:6]1[CH2:12][CH:11]2[NH:13][CH:8]([CH2:9][CH2:10]2)[CH2:7]1)[CH2:2][CH2:3][CH2:4][CH3:5].[Na+].[I-].C([O-])([O-])=O.[K+].[K+].[CH3:22][N:23]([CH:25]=[O:26])[CH3:24]>>[CH3:8][C@H:9]([CH2:10][N:13]1[CH:11]2[CH2:10][CH2:9][C@H:8]1[CH2:7][CH:6]([CH2:1][CH2:2][CH2:3][CH2:4][CH3:5])[CH2:12]2)[CH2:22][N:23]1[C:24]2[C:3](=[CH:2][CH:1]=[CH:6][CH:7]=2)[CH2:4][CH2:5][C:25]1=[O:26] |f:1.2,3.4.5|. Procedure: Crude (R,S)-1-(3-chloro-2-methylpropyl)-3,4-dihydro-1H-quinolin-2-one (107LH63)(0.094 g), 3-pentyl-8-azabicyclo[3.2.1]octane (0.027 g, 0.15 mmol), NaI (0.100 g, 0.67 mmol), and K2CO3 (0.075 g, 0.54 mmol) in DMF (1 mL) were reacted and purified according to GP20 to give the title compound (107LH74-c5)(0.025 g). HPLC-MS (ammonium acetate) [M+H]+=383.34 The reactants are FC1=CC=2C(C3=CC=CC=C3C2C=C1)=O (2-fluoro-9-fluorenone), O.NN (hydrazine monohydrate). Solvent: C(C)O (ethanol). Product: FC1=CC=2C(C3=CC=CC=C3C2C=C1)=NN (2-Fluoro-9-fluorenone hydrazone). The yield is 60.0%. RXN SMILES: [F:1][C:2]1[CH:14]=[CH:13][C:12]2[C:11]3[C:6](=[CH:7][CH:8]=[CH:9][CH:10]=3)[C:5](=O)[C:4]=2[CH:3]=1.O.[NH2:17][NH2:18]>C(O)C>[F:1][C:2]1[CH:14]=[CH:13][C:12]2[C:11]3[C:6](=[CH:7][CH:8]=[CH:9][CH:10]=3)[C:5](=[N:17][NH2:18])[C:4]=2[CH:3]=1 |f:1.2|. Reported procedure: A mixture of commercially available (Aldrich Chemical, Inc.) 2-fluoro-9-fluorenone (11) (10 g, 50.5 mmoL) and hydrazine monohydrate (10 mL , 200 mmoL, 4 eq) in ethanol (250 mL ) was refluxed for 1.5 h. The solution was then reduced in volume (to about a 100 mL) and chilled. The solid that separated was collected by filtration, washing with cold ethanol to provide 6.5 g (60%) of product (12): mp 161°-165° C.; IR (KBr) 3390, 3310, 3200, 1450 cm-1 ; 1H NMR (CDCl3, 200 MHz) 7.85 (bd, 1H, J=7.3Hz), 7... The reactants are Cl (Hydrochloric acid), FC1=C(C=CC=C1F)[C@@H]1CC[C@H](C(N(C1)CC(F)(F)F)=S)NC(OC(C)(C)C)=O (tert-butyl [(3R,6S)-6-(2,3-difluorophenyl)-2-thioxo-1-(2,2,2-trifluoroethyl)azepan-3-yl]carbamate). Run in O1CCOCC1 (1,4-dioxane). Run at time 1 hour. Product: N[C@H]1C(N(C[C@@H](CC1)C1=C(C(=CC=C1)F)F)CC(F)(F)F)=S ((3R,6S)-3-Amino-6-(2,3-difluorophenyl)-1-(2,2,2-trifluoroethyl)azepane-2-thione), bis hydrochloride. Reaction SMILES: Cl.[F:2][C:3]1[C:8]([F:9])=[CH:7][CH:6]=[CH:5][C:4]=1[C@H:10]1[CH2:16][N:15]([CH2:17][C:18]([F:21])([F:20])[F:19])[C:14](=[S:22])[C@H:13]([NH:23]C(=O)OC(C)(C)C)[CH2:12][CH2:11]1>O1CCOCC1>[NH2:23][C@@H:13]1[CH2:12][CH2:11][C@@H:10]([C:4]2[CH:5]=[CH:6][CH:7]=[C:8]([F:9])[C:3]=2[F:2])[CH2:16][N:15]([CH2:17][C:18]([F:20])([F:21])[F:19])[C:14]1=[S:22]. Procedure details: Hydrochloric acid (4.0 M in dioxane; 3 mL, 12.0 mmol) was added to a solution of tert-butyl [(3R,6S)-6-(2,3-difluorophenyl)-2-thioxo-1-(2,2,2-trifluoroethyl)azepan-3-yl]carbamate (105 mg, 0.239 mmol) in 1,4-dioxane (3 mL). After 1 h, the reaction was concentrated to give the title compound as a bis hydrochloride salt (96 mg). MS 339.1 (M+1). The reactants are C1CCOC1 (THF), FC1=C(C=CC2=C1C(=C(O2)C2=CC=C(C=C2)F)C(=O)OCC)O (ethyl 4-fluoro-2-(4-fluorophenyl)-5-hydroxybenzofuran-3-carboxylate), Cl (HCl), [OH-].[Na+] (sodium hydroxide). Run in CO (MeOH), O (H2O). Conditions: temperature 100 celsius, time 1.5 hour. Yields the product FC1=C(C=CC2=C1C(=C(O2)C2=CC=C(C=C2)F)C(=O)O)O (4-fluoro-2-(4-fluorophenyl)-5-hydroxybenzofuran-3-carboxylic acid). RXN SMILES: [F:1][C:2]1[C:7]2[C:8]([C:18]([O:20]CC)=[O:19])=[C:9]([C:11]3[CH:16]=[CH:15][C:14]([F:17])=[CH:13][CH:12]=3)[O:10][C:6]=2[CH:5]=[CH:4][C:3]=1[OH:23].C1COCC1.[OH-].[Na+].Cl>CO.O>[F:1][C:2]1[C:7]2[C:8]([C:18]([OH:20])=[O:19])=[C:9]([C:11]3[CH:12]=[CH:13][C:14]([F:17])=[CH:15][CH:16]=3)[O:10][C:6]=2[CH:5]=[CH:4][C:3]=1[OH:23] |f:2.3|. Reported procedure: To a mixture of ethyl 4-fluoro-2-(4-fluorophenyl)-5-hydroxybenzofuran-3-carboxylate (108.9 mg, 0.342 mmol) in a mixture of MeOH (2 mL)/THF (2 mL) at r.t. under N2 was added sodium hydroxide (1.0 mL, 1.0 mmol) (1 M aq.). The mixture was stirred at 100° C. for 1.5 hours. The mixture was cooled to r.t., added with 1.5 ml 1N HCl, and then added 10 ml H2O. The white precipitates were filtered and washed with 3×2 ml H2O and dried (73 mg). 1H NMR (500 MHz, CD3OD) δ 7.98 (m, 2H), 7.25 (t overlapping wit... Reactants: ClC1=NC(=C2NC=NC2=N1)Cl (2,6-dichloropurine), CC1NC2=CC=CC=C2C1 (2-methylindoline). Run in C(CCC)O (butanol). Conditions: temperature 130 celsius. Product: CC=1N(C2=CC=CC=C2C1)C1=C2N=CNC2=NC(=N1)Cl (6-(2-methyl-1H-indol-1-yl)-2-chloro-9H-purine). Isolated yield 61.3%. Reaction SMILES: [Cl:1][C:2]1[N:10]=[C:9]2[C:5]([NH:6][CH:7]=[N:8]2)=[C:4](Cl)[N:3]=1.[CH3:12][CH:13]1[CH2:21][C:20]2[C:15](=[CH:16][CH:17]=[CH:18][CH:19]=2)[NH:14]1>C(O)CCC>[CH3:12][C:13]1[N:14]([C:4]2[N:3]=[C:2]([Cl:1])[N:10]=[C:9]3[C:5]=2[N:6]=[CH:7][NH:8]3)[C:15]2[C:20]([CH:21]=1)=[CH:19][CH:18]=[CH:17][CH:16]=2. Reported procedure: The same procedure as in stage 1 of Example 1 is carried out, mixing 189 mg of 2,6-dichloropurine, 5 ml of butanol and 0.16 g of 2-methylindoline. The mixture is heated at 130° C. for approximately 1 hour and allowed to return to ambient temperature. Partial drying is carried out, followed by washing with isopropanol. The product is dried and 174 mg of expected product are thus obtained.